From a dataset of the Open Reaction Database (ORD), a public repository of structured organic reaction records. describe an organic reaction: reactants, conditions, products, and yield Reactants: C1(=CC=CC=C1)[C@@H](C(=O)Cl)C ((S)-2-phenylpropionic chloride), Cl (hydrochloric acid), Grignard reagent. The product is ClC1=CC=C(C=C1)C([C@@H](C)C1=CC=CC=C1)=O ((S)-1-(4-chlorophenyl)-2-phenylpropane-1-one). Isolated yield 34.0%. Procedure: Into a 20 L four-necked flask (flask B), 691 g of (S)-2-phenylpropionic chloride and 4.4 L of toluene were put and cooled to −10° C. in an atmosphere of nitrogen, and 1.41 g (4.00 mmol) of iron(III) acetylacetonate was added thereto. While maintaining the reaction temperature to be at most −10° C., the Grignard reagent prepared in the flask A was dropwise added thereto over a period of 4 hours in an atmosphere of nitrogen, and the temperature was raised to room temperature after completion of th... As a reaction SMILES: [C:1]1([C@H:7]([CH3:11])[C:8](Cl)=[O:9])[CH:6]=[CH:5][CH:4]=[CH:3][CH:2]=1.[ClH:12]>C/C(/[O-])=C/C(C)=O.C/C(/[O-])=C/C(C)=O.C/C(/[O-])=C/C(C)=O.[Fe+3].C1(C)C=CC=CC=1>[Cl:12][C:1]1[CH:6]=[CH:5][C:4]([C:8](=[O:9])[C@H:7]([C:1]2[CH:6]=[CH:5][CH:4]=[CH:3][CH:2]=2)[CH3:11])=[CH:3][CH:2]=1 |f:2.3.4.5|. The reagents and catalysts are C/C(=C/C(=O)C)/[O-].C/C(=C/C(=O)C)/[O-].C/C(=C/C(=O)C)/[O-].[Fe+3] (iron(III) acetylacetonate). Solvent: C1(=CC=CC=C1)C (toluene). Reaction conditions: time 4 hour. Reactants: Brc1ccc2nnccc2c1, CC1(C)OB(c2cnc(Cl)c(NS(=O)(=O)c3ccc(F)cc3)c2)OC1(C)C, [Na+], [Na+], O=C([O-])[O-], O. Product: O=S(=O)(Nc1cc(-c2ccc3nnccc3c2)cnc1Cl)c1ccc(F)cc1. As a reaction SMILES: [Br:1][c:2]1[cH:3][c:4]2[cH:5][cH:6][n:7][n:8][c:9]2[cH:10][cH:11]1.[Cl:12][c:13]1[n:14][cH:15][c:16]([B:30]2[O:31][C:32]([CH3:33])([CH3:34])[C:35]([CH3:36])([CH3:37])[O:38]2)[cH:17][c:18]1[NH:19][S:20](=[O:21])(=[O:22])[c:23]1[cH:24][cH:25][c:26]([F:29])[cH:27][cH:28]1.[Na+:39].[Na+:40].[O-:41][C:42](=[O:43])[O-:44].[OH2:45]>>[c:2]1(-[c:16]2[cH:15][n:14][c:13]([Cl:12])[c:18]([NH:19][S:20](=[O:21])(=[O:22])[c:23]3[cH:24][cH:25][c:26]([F:29])[cH:27][cH:28]3)[cH:17]2)[cH:3][c:4]2[cH:5][cH:6][n:7][n:8][c:9]2[cH:10][cH:11]1. Reactants: O=C(CN1CCC(c2ccc(F)cc2)(c2ccc(F)cc2)C1=O)N1CC2(CCN(Cc3ccccc3)CC2)C1, CCO. The product is O=C(CN1CCC(c2ccc(F)cc2)(c2ccc(F)cc2)C1=O)N1CC2(CCNCC2)C1. RXN SMILES: [CH2:1]([c:2]1[cH:3][cH:4][cH:5][cH:6][cH:7]1)[N:8]1[CH2:9][CH2:10][C:11]2([CH2:12][N:13]([C:15]([CH2:16][N:17]3[C:18](=[O:36])[C:19]([c:22]4[cH:23][cH:24][c:25]([F:28])[cH:26][cH:27]4)([c:29]4[cH:30][cH:31][c:32]([F:35])[cH:33][cH:34]4)[CH2:20][CH2:21]3)=[O:37])[CH2:14]2)[CH2:38][CH2:39]1.[CH3:40][CH2:41][OH:42]>>[NH:8]1[CH2:9][CH2:10][C:11]2([CH2:12][N:13]([C:15]([CH2:16][N:17]3[C:18](=[O:36])[C:19]([c:22]4[cH:23][cH:24][c:25]([F:28])[cH:26][cH:27]4)([c:29]4[cH:30][cH:31][c:32]([F:35])[cH:33][cH:34]4)[CH2:20][CH2:21]3)=[O:37])[CH2:14]2)[CH2:38][CH2:39]1.